This data is from the Open Reaction Database (ORD), a public repository of structured organic reaction records. The task is: describe an organic reaction: reactants, conditions, products, and yield The reactants are C(CNC(=O)C1=CC=CC=C1)(=O)O.C(=O)(O)CC1=C(C=O)C=CC=C1 (2-carboxymethylbenzaldehyde hippuric acid), CO (methanol), [OH-].[K+] (potassium hydroxide). Conditions: temperature 65 celsius. Yields the product O=C1NC(=CC2=CC=CC=C12)C(=O)OC (methyl 1-oxo-1,2-dihydroisoquinoline-3-carboxylate). The yield is 99.0%. RXN SMILES: [C:1](O)(=O)[CH2:2][NH:3][C:4]([C:6]1[CH:11]=[CH:10][CH:9]=[CH:8][CH:7]=1)=O.[C:14](CC1C=CC=CC=1C=O)(O)=[O:15].[OH-:26].[K+].[CH3:28][OH:29]>>[O:26]=[C:4]1[C:6]2[C:11](=[CH:10][CH:9]=[CH:8][CH:7]=2)[CH:1]=[C:2]([C:28]([O:15][CH3:14])=[O:29])[NH:3]1 |f:0.1,2.3|. Procedure details: The 2-carboxymethylbenzaldehyde hippuric acid adduct from above (1.0 g, 3.3 mmoles) was dissolved in methanol (20 mls) and solid potassium hydroxide (0.37 g, 6.6 mmoles) was added. The clear solution was heated (65° C.) for 1 hour. The reaction was evaporated and the solid residue partitioned between water (25 mls) and ethyl acetate (25 mls). The aqueous layer was further extracted with ethyl acetate (2×10 mls) and the combined ethyl acetate extracts washed with brine (10 mls) water (10 mls). Af... Starting materials: ClCCl, Cl, OCCC1CCN(CCCC(c2ccc(F)cc2)c2ccc(F)cc2)CC1, O=S(Cl)Cl. Reaction SMILES: [CH2:33]([Cl:34])[Cl:35].[ClH:32].[F:5][c:6]1[cH:7][cH:8][c:9]([CH:12]([CH2:13][CH2:14][CH2:15][N:16]2[CH2:17][CH2:18][CH:19]([CH2:22][CH2:23][OH:24])[CH2:20][CH2:21]2)[c:25]2[cH:26][cH:27][c:28]([F:31])[cH:29][cH:30]2)[cH:10][cH:11]1.[S:1]([Cl:2])([Cl:3])=[O:4]>>[F:5][c:6]1[cH:7][cH:8][c:9]([CH:12]([CH2:13][CH2:14][CH2:15][N:16]2[CH2:17][CH2:18][CH:19]([CH2:22][CH2:23][Cl:32])[CH2:20][CH2:21]2)[c:25]2[cH:26][cH:27][c:28]([F:31])[cH:29][cH:30]2)[cH:10][cH:11]1. The product is Fc1ccc(C(CCCN2CCC(CCCl)CC2)c2ccc(F)cc2)cc1. The reactants are C(C)C1(C(NC(NC1=O)=O)=O)CC (diethylbarbituric acid), COC(C1=CC=C(C=C1)CCl)=O (4-chloromethylbenzoic acid methyl ester), C([O-])([O-])=O.[K+].[K+] (potassium carbonate), CN(C=O)C (dimethylformamide). Conditions: time 1 hour. Yields the product COC(=O)C1=CC=C(CN2C(=O)N(C(=O)C(C2=O)(CC)CC)CC2=CC=C(C=C2)C(=O)OC)C=C1 (1,3-Di-(4'-methoxycarbonylbenzyl)-5,5-diethylbarbituric acid). As a reaction SMILES: [CH2:1]([C:3]1([CH2:12][CH3:13])[C:8](=[O:9])[NH:7][C:6](=[O:10])[NH:5][C:4]1=[O:11])[CH3:2].[CH3:14][O:15][C:16](=[O:25])[C:17]1[CH:22]=[CH:21][C:20]([CH2:23]Cl)=[CH:19][CH:18]=1.[C:26](=[O:29])([O-])[O-].[K+].[K+].CN(C)[CH:34]=[O:35]>>[CH3:14][O:15][C:16]([C:17]1[CH:22]=[CH:21][C:20]([CH2:23][N:7]2[C:8](=[O:9])[C:3]([CH2:1][CH3:2])([CH2:12][CH3:13])[C:4](=[O:11])[N:5]([CH2:16][C:17]3[CH:22]=[CH:21][C:20]([C:26]([O:35][CH3:34])=[O:29])=[CH:19][CH:18]=3)[C:6]2=[O:10])=[CH:19][CH:18]=1)=[O:25] |f:2.3.4|. Procedure details: A mixture of 46.05 g (0.25 mol) of diethylbarbituric acid, 96.9 g (0.525 mol) of 4-chloromethylbenzoic acid methyl ester and 38 g (0.275 mol) of finely ground, anhydrous potassium carbonate in 450 ml of dimethylformamide is stirred at room temperature and is heated to 100° C over the course of 2 hours. The reaction solution is kept at 100° C for one hour and the temperature is then raised to 135° C, whilst stirring. Stirring is continued for a further 4 hours at 135° C and the reaction mixture i... Reactants: ClC1=CC=C(C=C1)S(=O)(=O)C1CN(CC1)CC1=CC=CC=C1 (3-[(4-chlorophenyl)sulfonyl]-1-(phenylmethyl)pyrrolidine), ClC(=O)OC1=CC=CC=C1 (phenyl chloroformate). The solvent is C(Cl)Cl (methylene chloride), S(O)(O)(=O)=O (sulfuric acid). Product: Cl.ClC1=CC=C(C=C1)S(=O)(=O)C1CNCC1 (3-[(4-Chlorophenyl)sulfonyl]pyrrolidine hydrochloride). RXN SMILES: [Cl:1][C:2]1[CH:7]=[CH:6][C:5]([S:8]([CH:11]2[CH2:15][CH2:14][N:13](CC3C=CC=CC=3)[CH2:12]2)(=[O:10])=[O:9])=[CH:4][CH:3]=1.ClC(OC1C=CC=CC=1)=O>C(Cl)Cl.S(=O)(=O)(O)O>[ClH:1].[Cl:1][C:2]1[CH:3]=[CH:4][C:5]([S:8]([CH:11]2[CH2:15][CH2:14][NH:13][CH2:12]2)(=[O:9])=[O:10])=[CH:6][CH:7]=1 |f:4.5|. Reported procedure: A solution of 8.31 g (0.0248 mole) of 3-[(4-chlorophenyl)sulfonyl]-1-(phenylmethyl)pyrrolidine (free base) and 7.1 g (0.0455 mole) of phenyl chloroformate in 300 ml of methylene chloride was stirred at room temperature for 20 hr. The solution was extracted several times with dilute aqueous sodium hydroxide solution and the organic layer was separated and dried over magnesium sulfate. The solvent was removed in vacuo to give an oil. The oil was suspended in 300 ml of 60% sulfuric acid and the mix... Starting materials: C(O)([O-])=O.[Na+] (sodium hydrogen carbonate), C(O)([O-])=O.[Na+] (sodium hydrogen carbonate), C(C)(C)(C)OC(NC(COCC(N([C@H](CC1=CC=CC2=CC=CC=C12)C(N([C@H](CC1=CC=CC=C1)C(NC)=O)C)=O)C)=O)(C)C)=O ((1,1-Dimethyl-2-((N-methyl-N-((1R)-1-(N-methyl-N-((1R)-1-(methylcarbamoyl)-2-phenylethyl)carbamoyl)-2-(1-naphthyl)-ethyl)carbamoyl)methoxy)ethyl)carbamic acid tert-butylester), FC(C(=O)O)(F)F (trifluoroacetic acid). Run in C(Cl)Cl (Methylene chloride), C(Cl)Cl (methylene chloride), C(Cl)Cl (methylene chloride). Conditions: time 5 minute. Product: NC(COCC(=O)N(C)[C@@H](C(=O)N([C@H](CC1=CC=CC=C1)C(NC)=O)C)CC1=CC=CC2=CC=CC=C12)(C)C ((2R)-2-(N-((2-Amino-2-methylpropoxy)acetyl)-N-methylamino)-N-methyl-N-((1R)-1-methylcarbamoyl-2-phenylethyl)-3-(1-naphthyl)propionamide). Isolated yield 114.5%. RXN SMILES: C(OC(=O)[NH:7][C:8]([CH3:45])([CH3:44])[CH2:9][O:10][CH2:11][C:12](=[O:43])[N:13]([CH3:42])[C@@H:14]([C:26](=[O:41])[N:27]([CH3:40])[C@@H:28]([C:36](=[O:39])[NH:37][CH3:38])[CH2:29][C:30]1[CH:35]=[CH:34][CH:33]=[CH:32][CH:31]=1)[CH2:15][C:16]1[C:25]2[C:20](=[CH:21][CH:22]=[CH:23][CH:24]=2)[CH:19]=[CH:18][CH:17]=1)(C)(C)C.FC(F)(F)C(O)=O.C(=O)([O-])O.[Na+]>C(Cl)Cl>[NH2:7][C:8]([CH3:45])([CH3:44])[CH2:9][O:10][CH2:11][C:12]([N:13]([C@H:14]([CH2:15][C:16]1[C:25]2[C:20](=[CH:21][CH:22]=[CH:23][CH:24]=2)[CH:19]=[CH:18][CH:17]=1)[C:26]([N:27]([CH3:40])[C@@H:28]([C:36](=[O:39])[NH:37][CH3:38])[CH2:29][C:30]1[CH:35]=[CH:34][CH:33]=[CH:32][CH:31]=1)=[O:41])[CH3:42])=[O:43] |f:2.3|. Reported procedure: (1,1-Dimethyl-2-((N-methyl-N-((1R)-1-(N-methyl-N-((1R)-1-(methylcarbamoyl)-2-phenylethyl)carbamoyl)-2-(1-naphthyl)-ethyl)carbamoyl)methoxy)ethyl)carbamic acid tert-butylester (0.26 g; 0.41 mmol) was dissolved in methylene chloride (3 mL) and trifluoroacetic acid (2 mL) was added. The reaction mixture was stirred for 5 min at room temperature. Methylene chloride (5 mL), an aqueous solution of sodium hydrogen carbonate (saturated) and sodium hydrogen carbonate (solid) were added until pH 8. The aq... Starting materials: [BH4-], O=Cc1cnc(NC(=O)OCc2ccccc2)s1, CO, [Na+]. Product: O=C(Nc1ncc(CO)s1)OCc1ccccc1. As a reaction SMILES: [BH4-:1].[CH2:3]([c:4]1[cH:5][cH:6][cH:7][cH:8][cH:9]1)[O:10][C:11](=[O:12])[NH:13][c:14]1[s:15][c:16]([CH:19]=[O:20])[cH:17][n:18]1.[CH3:21][OH:22].[Na+:2]>>[CH2:3]([c:4]1[cH:5][cH:6][cH:7][cH:8][cH:9]1)[O:10][C:11](=[O:12])[NH:13][c:14]1[s:15][c:16]([CH2:19][OH:20])[cH:17][n:18]1. Starting materials: C[Si](C)(C)NO (trimethylsilylhydroxylamine), OC1=C(C(NC2=CC(=CC=C12)[N+](=O)[O-])=O)C(=O)OCC (ethyl 4-hydroxy-7-nitro-2-oxo-1,2-dihydro-quinoline-3 -carboxylate). The solvent is O1CCOCC1 (dioxan). Conditions: temperature 100 celsius, time 20 hour. The product is OC1=C(C(NC2=CC(=CC=C12)[N+](=O)[O-])=O)C(=O)NO (4,N-dihydroxy-7-nitro-2-oxo-1,2-dihydro-quinoline-3-carboxamide). The yield is 55.8%. As a reaction SMILES: C[Si]([NH:5][OH:6])(C)C.[OH:7][C:8]1[C:17]2[C:12](=[CH:13][C:14]([N+:18]([O-:20])=[O:19])=[CH:15][CH:16]=2)[NH:11][C:10](=[O:21])[C:9]=1[C:22](OCC)=[O:23]>O1CCOCC1>[OH:7][C:8]1[C:17]2[C:12](=[CH:13][C:14]([N+:18]([O-:20])=[O:19])=[CH:15][CH:16]=2)[NH:11][C:10](=[O:21])[C:9]=1[C:22]([NH:5][OH:6])=[O:23]. Reported procedure: 4 ml of trimethylsilylhydroxylamine (30 mmol) were sprayed at room temperature into a suspension of 1.38 g of ethyl 4-hydroxy-7-nitro-2-oxo-1,2-dihydro-quinoline-3 -carboxylate (5 mmol) in 40 ml of dioxan. After heating to 100° C. all passed slowly into solution. The reaction mixture was left to stir at 90° C. for 20 hrs., cooled to room temperature and the separated voluminous precipitate was filtered off. This was washed with water and dried in a high vacuum. 740 mg of 4,N-dihydroxy-7-nitro-2-...